This data is from the Open Reaction Database (ORD), a public repository of structured organic reaction records. The task is: describe an organic reaction: reactants, conditions, products, and yield The product is C#CCN(Cc1cc2c(=O)n(C)c(CN3CCN(c4ccccc4)CC3)nc2cc1Cl)c1ccc(C(=O)OC(C)(C)C)cc1. RXN SMILES: [CH3:53][CH2:54][O:55][C:56](=[O:57])[CH3:58].[Cl:1][c:2]1[c:3]([CH2:20][N:21]([CH2:22][C:23]#[CH:24])[c:25]2[cH:26][cH:27][c:28]([C:29](=[O:30])[O:31][C:32]([CH3:33])([CH3:34])[CH3:35])[cH:36][cH:37]2)[cH:4][c:5]2[c:6](=[O:19])[n:7]([CH3:18])[c:8]([CH2:12][O:13][S:14]([CH3:15])(=[O:16])=[O:17])[n:9][c:10]2[cH:11]1.[Cl:50][CH2:51][Cl:52].[c:38]1([N:44]2[CH2:45][CH2:46][NH:47][CH2:48][CH2:49]2)[cH:39][cH:40][cH:41][cH:42][cH:43]1>>[Cl:1][c:2]1[c:3]([CH2:20][N:21]([CH2:22][C:23]#[CH:24])[c:25]2[cH:26][cH:27][c:28]([C:29](=[O:30])[O:31][C:32]([CH3:33])([CH3:34])[CH3:35])[cH:36][cH:37]2)[cH:4][c:5]2[c:6](=[O:19])[n:7]([CH3:18])[c:8]([CH2:12][N:47]3[CH2:46][CH2:45][N:44]([c:38]4[cH:39][cH:40][cH:41][cH:42][cH:43]4)[CH2:49][CH2:48]3)[n:9][c:10]2[cH:11]1. Reactants: CCOC(C)=O, C#CCN(Cc1cc2c(=O)n(C)c(COS(C)(=O)=O)nc2cc1Cl)c1ccc(C(=O)OC(C)(C)C)cc1, ClCCl, c1ccc(N2CCNCC2)cc1.